This data is from the Open Reaction Database (ORD), a public repository of structured organic reaction records. The task is: describe an organic reaction: reactants, conditions, products, and yield RXN SMILES: [Br:17][c:18]1[c:19](=[O:26])[n:20]([CH3:25])[cH:21][c:22]([Br:24])[n:23]1.[C:27](=[O:28])([O-:29])[O-:30].[CH2:89]1[O:90][CH2:91][CH2:92][O:93][CH2:94]1.[Cs+:31].[Cs+:32].[NH2:1][c:2]1[cH:3][cH:4][c:5]([CH:8]2[C:9](=[O:16])[N:10]([CH3:15])[CH2:11][CH2:12][N:13]2[CH3:14])[cH:6][cH:7]1.[O:35]=[C:36]([CH:37]=[CH:38][c:39]1[cH:40][cH:41][cH:42][cH:43][cH:44]1)[CH:45]=[CH:46][c:47]1[cH:48][cH:49][cH:50][cH:51][cH:52]1.[O:53]=[C:54]([CH:55]=[CH:56][c:57]1[cH:58][cH:59][cH:60][cH:61][cH:62]1)[CH:63]=[CH:64][c:65]1[cH:66][cH:67][cH:68][cH:69][cH:70]1.[O:71]=[C:72]([CH:73]=[CH:74][c:75]1[cH:76][cH:77][cH:78][cH:79][cH:80]1)[CH:81]=[CH:82][c:83]1[cH:84][cH:85][cH:86][cH:87][cH:88]1.[Pd:33].[Pd:34]>>[NH:1]([c:2]1[cH:3][cH:4][c:5]([CH:8]2[C:9](=[O:16])[N:10]([CH3:15])[CH2:11][CH2:12][N:13]2[CH3:14])[cH:6][cH:7]1)[c:18]1[c:19](=[O:26])[n:20]([CH3:25])[cH:21][c:22]([Br:24])[n:23]1. The reactants are Cn1cc(Br)nc(Br)c1=O, O=C([O-])[O-], C1COCCO1, [Cs+], [Cs+], CN1CCN(C)C(c2ccc(N)cc2)C1=O, O=C(C=Cc1ccccc1)C=Cc1ccccc1, O=C(C=Cc1ccccc1)C=Cc1ccccc1, O=C(C=Cc1ccccc1)C=Cc1ccccc1, [Pd], [Pd]. Yields the product CN1CCN(C)C(c2ccc(Nc3nc(Br)cn(C)c3=O)cc2)C1=O. Starting materials: COC(C(N)=O)c1ccccn1, [Cl-], ClCCCl, [Na+], [Na+], [OH-], O=P(Cl)(Cl)Cl. Yields the product COC(C#N)c1ccccn1. RXN SMILES: [CH3:3][O:4][CH:5]([C:6](=[O:7])[NH2:8])[c:9]1[n:10][cH:11][cH:12][cH:13][cH:14]1.[Cl-:2].[Cl:22][CH2:23][CH2:24][Cl:25].[Na+:1].[Na+:21].[OH-:20].[P:15]([Cl:16])([Cl:17])([Cl:18])=[O:19]>>[CH3:3][O:4][CH:5]([C:6]#[N:8])[c:9]1[n:10][cH:11][cH:12][cH:13][cH:14]1. The reactants are [OH-].[K+] (KOH), C1OC2=C(C=O)C=CC=C2O1 (2,3-methylenedioxybenzaldehyde). The reagents and catalysts are [N+](=O)([O-])[O-].[Ag+] (AgNO3). Run in O (H2O), CCO (EtOH), O (H2O). Reaction conditions: time 2 hour. Yields the product C1OC2=C(C(=O)O)C=CC=C2O1 (2,3-methylenedioxybenzoic acid). As a reaction SMILES: [CH2:1]1[O:11][C:10]2[C:3](=[C:4]([CH:7]=[CH:8][CH:9]=2)[CH:5]=[O:6])[O:2]1.[OH-:12].[K+]>CCO.O.[N+]([O-])([O-])=O.[Ag+]>[CH2:1]1[O:11][C:10]2[C:3](=[C:4]([CH:7]=[CH:8][CH:9]=2)[C:5]([OH:12])=[O:6])[O:2]1 |f:1.2,5.6|. Procedure details: To a solution of 0.85 g (5.66 mmol) of 2,3-methylenedioxybenzaldehyde (Aldrich) in EtOH at 0° C. was added a solution of 2.12 g (12.45 mmol) of AgNO3 in 7.5 mL of H2O. To this was then added a solution of 1.74 g (31.4 mmol) of KOH in 12 mL of H2O. After 2 h, the reaction mixture was filtered and the filter was washed with EtOH. The filtrate was concentrated and the pH was adjusted to pH=2 to 3 with 6N HCl. The title compound precipitated out and was isolated by filtration to give the title compo...